Dataset: the Open Reaction Database (ORD), a public repository of structured organic reaction records. Task: describe an organic reaction: reactants, conditions, products, and yield Reactants: C(C)(C)(C)N1N=CC(=C1)NC(=O)NC1=C(C=C(C(=C1)C1=CC2=C(N=C(N=C2)NC)N(C1=O)C)C)F (1-(1-tert-butyl-1H-pyrazol-4-yl)-3-(2-fluoro-4-methyl-5-(8-methyl-2-(methylamino)-7-oxo-7,8-dihydropyrido[2,3-d]pyrimidin-6-yl)phenyl)urea), C1(=CC=CC=C1)[C@H](C)N ((S)-1-phenylethanamine). Solvent: C1CCOC1 (THF). Yields the product C(C)(C)(C)N1N=CC(=C1)NC(=O)NC1=C(C=C(C(=C1)C1=CC2=C(N=C(N=C2)N[C@@H](C)C2=CC=CC=C2)N(C1=O)C)C)F ((S)-1-(1-tert-butyl-1H-pyrazol-4-yl)-3-(2-fluoro-4-methyl-5-(8-methyl-7-oxo-2-(1-phenylethylamino)-7,8-dihydropyrido[2,3-d]pyrimidin-6-yl)phenyl)urea). The yield is 56.3%. RXN SMILES: [C:1]([N:5]1[CH:9]=[C:8]([NH:10][C:11]([NH:13][C:14]2[CH:19]=[C:18]([C:20]3[C:31](=[O:32])[N:30]([CH3:33])[C:23]4[N:24]=[C:25](NC)[N:26]=[CH:27][C:22]=4[CH:21]=3)[C:17]([CH3:34])=[CH:16][C:15]=2[F:35])=[O:12])[CH:7]=[N:6]1)([CH3:4])([CH3:3])[CH3:2].[C:36]1([C@@H:42]([NH2:44])[CH3:43])[CH:41]=[CH:40][CH:39]=[CH:38][CH:37]=1>C1COCC1>[C:1]([N:5]1[CH:9]=[C:8]([NH:10][C:11]([NH:13][C:14]2[CH:19]=[C:18]([C:20]3[C:31](=[O:32])[N:30]([CH3:33])[C:23]4[N:24]=[C:25]([NH:44][C@H:42]([C:36]5[CH:41]=[CH:40][CH:39]=[CH:38][CH:37]=5)[CH3:43])[N:26]=[CH:27][C:22]=4[CH:21]=3)[C:17]([CH3:34])=[CH:16][C:15]=2[F:35])=[O:12])[CH:7]=[N:6]1)([CH3:4])([CH3:3])[CH3:2]. Reported procedure: Using a procedure analogous to Example A1, 1-(1-tert-butyl-1H-pyrazol-4-yl)-3-(2-fluoro-4-methyl-5-(8-methyl-2-(methylsulfinyl)-7-oxo-7,8-dihydropyrido[2,3-d]pyrimidin-6-yl)phenyl)urea from Example 109 (0.075 g, 0.15 mmol) and (S)-1-phenylethanamine (0.053 g, 0.44 mmol) were combined in THF (1 mL) to afford (S)-1-(1-tert-butyl-1H-pyrazol-4-yl)-3-(2-fluoro-4-methyl-5-(8-methyl-7-oxo-2-(1-phenylethylamino)-7,8-dihydropyrido[2,3-d]pyrimidin-6-yl)phenyl)urea as a white solid (0.048 g, 58% yield). 1H...